This data is from the Open Reaction Database (ORD), a public repository of structured organic reaction records. The task is: describe an organic reaction: reactants, conditions, products, and yield Starting materials: COC(\C=C\C1=C(C=CC=C1C#CCCCCOC1OCCCC1)O)=O (rac-(E)-3-[2-hydroxy-6-[6-[(tetrahydro-2H-pyran-2-yl)oxy]-1-hexynyl]phenyl]-2-propenoic acid methyl ester), BrCCCCCCC(=O)OCC (ethyl 7-bromoheptanoate). Yields the product C(C)OC(CCCCCCOC1=C(C(=CC=C1)C#CCCCCOC1OCCCC1)\C=C\C(=O)OC)=O (rac-(E)-7-[2-(3-Methoxy-3-oxo-1-propenyl)-3-[6-[(tetrahydro-2H-pyran-2-yl)oxy]-1-hexynyl]phenoxy]heptanoic Acid Ethyl Ester). Isolated yield 98.0%. As a reaction SMILES: [CH3:1][O:2][C:3](=[O:26])/[CH:4]=[CH:5]/[C:6]1[C:11]([C:12]#[C:13][CH2:14][CH2:15][CH2:16][CH2:17][O:18][CH:19]2[CH2:24][CH2:23][CH2:22][CH2:21][O:20]2)=[CH:10][CH:9]=[CH:8][C:7]=1[OH:25].Br[CH2:28][CH2:29][CH2:30][CH2:31][CH2:32][CH2:33][C:34]([O:36][CH2:37][CH3:38])=[O:35]>>[CH2:37]([O:36][C:34](=[O:35])[CH2:33][CH2:32][CH2:31][CH2:30][CH2:29][CH2:28][O:25][C:7]1[CH:8]=[CH:9][CH:10]=[C:11]([C:12]#[C:13][CH2:14][CH2:15][CH2:16][CH2:17][O:18][CH:19]2[CH2:24][CH2:23][CH2:22][CH2:21][O:20]2)[C:6]=1/[CH:5]=[CH:4]/[C:3]([O:2][CH3:1])=[O:26])[CH3:38]. Reported procedure: Using the procedure of example 122, rac-(E)-3-[2-hydroxy-6-[6-[(tetrahydro-2H-pyran-2-yl)oxy]-1-hexynyl]phenyl]-2-propenoic acid methyl ester (example 121), was alkylated with ethyl 7-bromoheptanoate giving the title compound as a pale-yellow oil, in 98% yield. The reactants are O=C(NC(=S)Nc1ccc2nc(NC3CCN(Cc4ccccc4)CC3)sc2c1)c1ccccc1, C1CCOC1, [Na+], [OH-]. Yields the product NC(=S)Nc1ccc2nc(NC3CCN(Cc4ccccc4)CC3)sc2c1. Reaction SMILES: [C:1](=[O:2])([c:3]1[cH:4][cH:5][cH:6][cH:7][cH:8]1)[NH:9][C:10](=[S:11])[NH:12][c:13]1[cH:14][c:15]2[c:16]([n:17][c:18]([NH:20][CH:21]3[CH2:22][CH2:23][N:24]([CH2:27][c:28]4[cH:29][cH:30][cH:31][cH:32][cH:33]4)[CH2:25][CH2:26]3)[s:19]2)[cH:34][cH:35]1.[CH2:38]1[O:39][CH2:40][CH2:41][CH2:42]1.[Na+:37].[OH-:36]>>[NH2:9][C:10](=[S:11])[NH:12][c:13]1[cH:14][c:15]2[c:16]([n:17][c:18]([NH:20][CH:21]3[CH2:22][CH2:23][N:24]([CH2:27][c:28]4[cH:29][cH:30][cH:31][cH:32][cH:33]4)[CH2:25][CH2:26]3)[s:19]2)[cH:34][cH:35]1. Reactants: CCOC(C)=O, Clc1nccnc1OCCOc1ccccc1, [H-], OC1CCNC1, [Na+], C1COCCO1. Yields the product c1ccc(OCCOc2nccnc2OC2CCNC2)cc1. RXN SMILES: [CH3:26][CH2:27][O:28][C:29]([CH3:30])=[O:31].[Cl:1][c:2]1[n:3][cH:4][cH:5][n:6][c:7]1[O:8][CH2:9][CH2:10][O:11][c:12]1[cH:13][cH:14][cH:15][cH:16][cH:17]1.[H-:25].[NH:18]1[CH2:19][CH:20]([OH:23])[CH2:21][CH2:22]1.[Na+:24].[O:32]1[CH2:33][CH2:34][O:35][CH2:36][CH2:37]1>>[c:2]1([O:23][CH:20]2[CH2:19][NH:18][CH2:22][CH2:21]2)[n:3][cH:4][cH:5][n:6][c:7]1[O:8][CH2:9][CH2:10][O:11][c:12]1[cH:13][cH:14][cH:15][cH:16][cH:17]1. Reactants: [Al+3], CC(C)(C)OC(=O)NC(Cc1ccc(Br)cc1)C(=O)O, CCOCC, [H-], [H-], [H-], [H-], [Li+]. The product is CC(C)(C)OC(=O)NC(CO)Cc1ccc(Br)cc1. Reaction SMILES: [Al+3:22].[Br:1][c:2]1[cH:3][cH:4][c:5]([CH2:6][CH:7]([NH:8][C:9](=[O:10])[O:11][C:12]([CH3:13])([CH3:14])[CH3:15])[C:16](=[O:17])[OH:18])[cH:19][cH:20]1.[CH3:27][CH2:28][O:29][CH2:30][CH3:31].[H-:21].[H-:24].[H-:25].[H-:26].[Li+:23]>>[Br:1][c:2]1[cH:3][cH:4][c:5]([CH2:6][CH:7]([NH:8][C:9](=[O:10])[O:11][C:12]([CH3:13])([CH3:14])[CH3:15])[CH2:16][OH:17])[cH:19][cH:20]1. The reactants are NC1=CC(=C(C(=O)N2C3=C(C4=C(CC2)C=NN4)N=CC=C3)C=C1)Cl (6-(4-amino-2-chlorobenzoyl)-1,4,5,6-tetrahydropyrazolo[3,4-d]pyrido[3,2-b]azepine), C1(=CC=C(C=C1)C(=O)Cl)C1=CC=CC=C1 (4-[1,1'-biphenyl]carbonyl chloride), C(C)(C)N(C(C)C)CC (N,N-diisopropylethylamine), O1CCCC1 (tetrahydrofuran), [OH-].[Na+] (NaOH). Solvent: ClCCl (dichloromethane), CO (methanol). Conditions: time 24 hour. Product: N1N=CC2=C1C1=C(N(CC2)C(=O)C2=C(C=C(C=C2)NC(=O)C=2C(=CC=CC2)C2=CC=CC=C2)Cl)C=CC=N1 (N-[4-[(4,5-Dihydropyrazolo[3,4-d]pyrido[3,2-b]azepin-6(1H)-yl)carbonyl]-3-chlorophenyl][1,1'-biphenyl]-2-carboxamide). Reaction SMILES: [NH2:1][C:2]1[CH:23]=[CH:22][C:5]([C:6]([N:8]2[CH2:14][CH2:13][C:12]3[CH:15]=[N:16][NH:17][C:11]=3[C:10]3[N:18]=[CH:19][CH:20]=[CH:21][C:9]2=3)=[O:7])=[C:4]([Cl:24])[CH:3]=1.[C:25]1([C:34]2[CH:39]=[CH:38][CH:37]=[CH:36][CH:35]=2)[CH:30]=[CH:29][C:28](C(Cl)=O)=[CH:27][CH:26]=1.C(N(CC)C(C)C)(C)C.[OH-].[Na+].[O:51]1CCC[CH2:52]1>ClCCl.CO>[NH:17]1[C:11]2[C:10]3[N:18]=[CH:19][CH:20]=[CH:21][C:9]=3[N:8]([C:6]([C:5]3[CH:22]=[CH:23][C:2]([NH:1][C:52]([C:39]4[C:34]([C:25]5[CH:26]=[CH:27][CH:28]=[CH:29][CH:30]=5)=[CH:35][CH:36]=[CH:37][CH:38]=4)=[O:51])=[CH:3][C:4]=3[Cl:24])=[O:7])[CH2:14][CH2:13][C:12]=2[CH:15]=[N:16]1 |f:3.4|. Reported procedure: A mixture of 0.3 g of 6-(4-amino-2-chlorobenzoyl)-1,4,5,6-tetrahydropyrazolo[3,4-d]pyrido[3,2-b]azepine, 0.52 g of 4-[1,1'-biphenyl]carbonyl chloride and 0.5 g of N,N-diisopropylethylamine in 10 ml of dichloromethane and 2 ml of tetrahydrofuran is stirred at room temperature for 24 hours. The solvent is removed and to the residue is added 10 ml of methanol and 5 mmol of 1N NaOH. The mixture is stirred overnight, concentrated under vacuum and diluted with water. The mixture is extracted with dich... RXN SMILES: [NH2:1][C:2]1[CH:7]=[CH:6][CH:5]=[CH:4][C:3]=1[CH:8]1[CH2:13][CH2:12][N:11]([C:14](=[O:44])[C@H:15]([NH:24][C:25]([C@@H:27]2[CH2:36][C:35]3[C:30](=[CH:31][CH:32]=[CH:33][CH:34]=3)[CH2:29][N:28]2[C:37]([O:39][C:40]([CH3:43])([CH3:42])[CH3:41])=[O:38])=[O:26])[CH2:16][C:17]2[CH:22]=[CH:21][C:20]([Cl:23])=[CH:19][CH:18]=2)[CH2:10][CH2:9]1.N1C=CC=CC=1.[C:51]([C:53]1[CH:58]=[CH:57][CH:56]=[CH:55][C:54]=1[S:59](Cl)(=[O:61])=[O:60])#[N:52]>ClCCCl>[Cl:23][C:20]1[CH:19]=[CH:18][C:17]([CH2:16][C@@H:15]([NH:24][C:25]([C@@H:27]2[CH2:36][C:35]3[C:30](=[CH:31][CH:32]=[CH:33][CH:34]=3)[CH2:29][N:28]2[C:37]([O:39][C:40]([CH3:41])([CH3:43])[CH3:42])=[O:38])=[O:26])[C:14]([N:11]2[CH2:12][CH2:13][CH:8]([C:3]3[CH:4]=[CH:5][CH:6]=[CH:7][C:2]=3[NH:1][S:59]([C:54]3[CH:55]=[CH:56][CH:57]=[CH:58][C:53]=3[C:51]#[N:52])(=[O:61])=[O:60])[CH2:9][CH2:10]2)=[O:44])=[CH:22][CH:21]=1. Product: ClC1=CC=C(C=C1)C[C@H](C(=O)N1CCC(CC1)C1=C(C=CC=C1)NS(=O)(=O)C1=C(C=CC=C1)C#N)NC(=O)[C@H]1N(CC2=CC=CC=C2C1)C(=O)OC(C)(C)C (tert-Butyl 3-(N-{(1R)-1-[(4-chlorophenyl)-methyl]-2-[4-(2-{[(2-cyanophenyl)sulfonyl]amino}-phenyl)piperidyl]-2-oxoethyl}carbamoyl)(35)-1,2,3,4-tetrahydroisoquinoline-2-carboxylate). Isolated yield 85.4%. Procedure: To a 50 mL round-bottomed flask equipped with stirring was added tert-butyl 3-(N-{(1R)-2-[4-(2-aminophenyl)piperidyl]-1-[(4-chlorophenyl)methyl]-2-oxoethyl}carbamoyl)(3S)-1,2,3,4-tetrahydroisoquinoline-2-carboxylate (Example 20) (154 mg, 0.25 mmol), 1,2-dichloroethane (10 mL) and pyridine (0.03 mL, 0.3/5 mmol). The reaction mixture was stirred for 5 min at RT, treated with 2-cyanobenzenesulfonyl chloride (Lancaster Synthesis) (50 mg, 0.25 mmol) and stirred at RT for 16 h. The reaction was quench... Run in ClCCCl (1,2-dichloroethane). Starting materials: NC1=C(C=CC=C1)C1CCN(CC1)C([C@@H](CC1=CC=C(C=C1)Cl)NC(=O)[C@H]1N(CC2=CC=CC=C2C1)C(=O)OC(C)(C)C)=O (tert-butyl 3-(N-{(1R)-2-[4-(2-aminophenyl)piperidyl]-1-[(4-chlorophenyl)methyl]-2-oxoethyl}carbamoyl)(3S)-1,2,3,4-tetrahydroisoquinoline-2-carboxylate), N1=CC=CC=C1 (pyridine), C(#N)C1=C(C=CC=C1)S(=O)(=O)Cl (2-cyanobenzenesulfonyl chloride).